This data is from the Open Reaction Database (ORD), a public repository of structured organic reaction records. The task is: describe an organic reaction: reactants, conditions, products, and yield The reactants are aldehyde, C1(=CC=CC=C1)C=CC=O (3-phenyl-prop-2-enal), C1(=CC=CC=C1)C=C(C=O)C (3-phenyl-2-methyl-prop-2-enal). Yields the product C1(=CC=CC=C1)CCCO (3-phenyl propanol). RXN SMILES: [C:1]1([CH:7]=[CH:8][CH:9]=[O:10])[CH:6]=[CH:5][CH:4]=[CH:3][CH:2]=1.C1(C=C(C)C=O)C=CC=CC=1>>[C:1]1([CH2:7][CH2:8][CH2:9][OH:10])[CH:6]=[CH:5][CH:4]=[CH:3][CH:2]=1. Reported procedure: reducing an aldehyde which is 3-phenyl-prop-2-enal or 3-phenyl-2-methyl-prop-2-enal to produce the corresponding 3-phenyl propanol; The reactants are BrB(Br)Br, ClCCl, CCCCCCCN(C(C)C)C(C)CC1=C2c3ccc(OC)cc3CCC2CCNC1=O, [Na+], [Na+], O=C([O-])[O-]. Yields the product CCCCCCCN(C(C)C)C(C)CC1=C2c3ccc(O)cc3CCC2CCNC1=O. Reaction SMILES: [B:33]([Br:34])([Br:35])[Br:36].[CH2:43]([Cl:44])[Cl:45].[CH:1]([CH3:2])([CH3:3])[N:4]([CH2:5][CH2:6][CH2:7][CH2:8][CH2:9][CH2:10][CH3:11])[CH:12]([CH2:13][C:14]1=[C:20]2[CH:19]([CH2:18][CH2:17][NH:16][C:15]1=[O:31])[CH2:28][CH2:27][c:26]1[c:21]2[cH:22][cH:23][c:24]([O:29][CH3:30])[cH:25]1)[CH3:32].[Na+:37].[Na+:38].[O-:39][C:40](=[O:41])[O-:42]>>[CH:1]([CH3:2])([CH3:3])[N:4]([CH2:5][CH2:6][CH2:7][CH2:8][CH2:9][CH2:10][CH3:11])[CH:12]([CH2:13][C:14]1=[C:20]2[CH:19]([CH2:18][CH2:17][NH:16][C:15]1=[O:31])[CH2:28][CH2:27][c:26]1[c:21]2[cH:22][cH:23][c:24]([OH:29])[cH:25]1)[CH3:32]. The reactants are C#CC1(OC(=O)NCc2ccccc2)CCN(Cc2ccccc2)CC1, C[O-], CO, [Na+]. Product: C=C1N(Cc2ccccc2)C(=O)OC12CCN(Cc1ccccc1)CC2. As a reaction SMILES: [CH2:1]([c:2]1[cH:3][cH:4][cH:5][cH:6][cH:7]1)[N:8]1[CH2:9][CH2:10][C:11]([C:14]#[CH:15])([O:16][C:17]([NH:18][CH2:19][c:20]2[cH:21][cH:22][cH:23][cH:24][cH:25]2)=[O:26])[CH2:12][CH2:13]1.[CH3:27][O-:28].[CH3:30][OH:31].[Na+:29]>>[CH2:1]([c:2]1[cH:3][cH:4][cH:5][cH:6][cH:7]1)[N:8]1[CH2:9][CH2:10][C:11]2([CH2:12][CH2:13]1)[C:14](=[CH2:15])[N:18]([CH2:19][c:20]1[cH:21][cH:22][cH:23][cH:24][cH:25]1)[C:17](=[O:26])[O:16]2. The reactants are CC(C)([O-])C.[K+] (potassium tert-butoxide), C1(=CC=CC=C1)C(=O)CC1=CC=CC=C1 (deoxybenzoin), BrC1=C(C=CC(=C1)CBr)I (2-bromo-4-(bromomethyl)-1-iodobenzene). Run in O1CCCC1 (tetrahydrofuran), O1CCCC1 (tetrahydrofuran). Conditions: temperature -78 celsius, time 10 minute. Yields the product BrC=1C=C(C=CC1I)CC(C(=O)C1=CC=CC=C1)C1=CC=CC=C1 (3-(3-Bromo-4-iodo-phenyl)-1,2-diphenyl-propan-1-one). The yield is 99.5%. RXN SMILES: [C:1]1([C:7]([CH2:9][C:10]2[CH:15]=[CH:14][CH:13]=[CH:12][CH:11]=2)=[O:8])[CH:6]=[CH:5][CH:4]=[CH:3][CH:2]=1.CC(C)([O-])C.[K+].[Br:22][C:23]1[CH:28]=[C:27]([CH2:29]Br)[CH:26]=[CH:25][C:24]=1[I:31]>O1CCCC1>[Br:22][C:23]1[CH:28]=[C:27]([CH2:29][CH:9]([C:10]2[CH:11]=[CH:12][CH:13]=[CH:14][CH:15]=2)[C:7]([C:1]2[CH:2]=[CH:3][CH:4]=[CH:5][CH:6]=2)=[O:8])[CH:26]=[CH:25][C:24]=1[I:31] |f:1.2|. Procedure: A solution of deoxybenzoin (26.4 mg, 0.134 mmol) in tetrahydrofuran (0.66 mL) was cooled to −78° C. and potassium tert-butoxide (0.15 mL, 0.15 mmol, 1.0 M in tetrahydrofuran) was added dropwise. The reaction mixture was stirred at −78° C. for 10 minutes and 2-bromo-4-(bromomethyl)-1-iodobenzene (50.0 mg, 0.133 mmol) in tetrahydrofuran (1 mL) was added dropwise. The reaction mixture was warmed to 25° C. and quenched with saturated ammonium chloride (5 mL) and extracted with ethyl acetate (2×5 mL)... Starting materials: [F-].C(CCC)[N+](CCCC)(CCCC)CCCC (Tetrabutylammonium fluoride), [Si](C1=CC=CC=C1)(C1=CC=CC=C1)(C(C)(C)C)OCCOC[C@@H](C(=O)NC1=NC=C(C=C1)F)OC1=C2C(=NC=N1)N(N=C2)C2=C(C=CC=C2Cl)Cl ((S)-3-(2-(tert-butyldiphenylsilyloxy)ethoxy)-2-(1-(2,6-dichlorophenyl)-1H-pyrazolo[3,4-d]pyrimidin-4-yloxy)-N-(5-fluoropyridin-2-yl)propanamide). Run in C1CCOC1 (THF). Reaction conditions: time 1 hour. Product: ClC1=C(C(=CC=C1)Cl)N1N=CC=2C(=NC=NC21)O[C@H](C(=O)NC2=NC=C(C=C2)F)COCCO ((2S)-2-[1-(2,6-dichlorophenyl)pyrazolo[4,5-e]pyrimidin-4-yl]oxy-N-(5-fluoro-2-pyridyl)-3-(2-hydroxyethoxy)propanamide). The yield is 72.0%. Reaction SMILES: [F-].C([N+](CCCC)(CCCC)CCCC)CCC.[Si]([O:36][CH2:37][CH2:38][O:39][CH2:40][C@H:41]([O:52][C:53]1[N:58]=[CH:57][N:56]=[C:55]2[N:59]([C:62]3[C:67]([Cl:68])=[CH:66][CH:65]=[CH:64][C:63]=3[Cl:69])[N:60]=[CH:61][C:54]=12)[C:42]([NH:44][C:45]1[CH:50]=[CH:49][C:48]([F:51])=[CH:47][N:46]=1)=[O:43])(C(C)(C)C)(C1C=CC=CC=1)C1C=CC=CC=1>C1COCC1>[Cl:68][C:67]1[CH:66]=[CH:65][CH:64]=[C:63]([Cl:69])[C:62]=1[N:59]1[C:55]2[N:56]=[CH:57][N:58]=[C:53]([O:52][C@@H:41]([CH2:40][O:39][CH2:38][CH2:37][OH:36])[C:42]([NH:44][C:45]3[CH:50]=[CH:49][C:48]([F:51])=[CH:47][N:46]=3)=[O:43])[C:54]=2[CH:61]=[N:60]1 |f:0.1|. Procedure: Tetrabutylammonium fluoride (1M in THF) (0.838 mL, 0.84 mmol) was added dropwise to (S)-3-(2-(tert-butyldiphenylsilyloxy)ethoxy)-2-(1-(2,6-dichlorophenyl)-1H-pyrazolo[3,4-d]pyrimidin-4-yloxy)-N-(5-fluoropyridin-2-yl)propanamide (Intermediate BA1) (0.625 g, 0.84 mmol) in THF (10.34 mL) at ambient temperature under nitrogen. The resulting solution was stirred at ambient temperature for 1 hour. The reaction mixture was quenched with saturated NH4Cl (10 mL), and diluted with water (20 mL) and EtOAc ... Conditions: temperature 60 celsius, time 3 hour. Reactants: ClC1=C(C=CC=C1)N1C(NC2=NC(=NC=C2C1)N[C@@H]1CC[C@H](CC1)O)=O (3-(2-chlorophenyl)-7-(trans-4-hydroxycyclohexylamino)-3,4-dihydropyrimido[4,5-d]pyrimidin-2(1H)-one), C(=O)O (formic acid). As a reaction SMILES: [Cl:1][C:2]1[CH:7]=[CH:6][CH:5]=[CH:4][C:3]=1[N:8]1[CH2:17][C:16]2[C:11](=[N:12][C:13]([NH:18][C@H:19]3[CH2:24][CH2:23][C@H:22]([OH:25])[CH2:21][CH2:20]3)=[N:14][CH:15]=2)[NH:10][C:9]1=[O:26].[CH:27](O)=[O:28]>>[Cl:1][C:2]1[CH:7]=[CH:6][CH:5]=[CH:4][C:3]=1[N:8]1[CH2:17][C:16]2[C:11](=[N:12][C:13]([NH:18][C@H:19]3[CH2:20][CH2:21][C@H:22]([O:25][CH:27]=[O:28])[CH2:23][CH2:24]3)=[N:14][CH:15]=2)[NH:10][C:9]1=[O:26]. Procedure: A mixture of 3-(2-chlorophenyl)-7-(trans-4-hydroxycyclohexylamino)-3,4-dihydropyrimido[4,5-d]pyrimidin-2(1H)-one (300 mg, 0.8 mal) (prepared as described in Example 73) and 96% formic acid (2 mL) was stirred at 60° C. for 3 hours, then concentrated under reduced pressure. The residue was triturated in ether, filtered and dried to give 250 mg of 3-(2-chlorophenyl)-7-(trans-4-formyloxycyclohexylamino)-3,4-dihydropyrimido[4,5-d]pyrimidin-2(1H)-one. Yields the product ClC1=C(C=CC=C1)N1C(NC2=NC(=NC=C2C1)N[C@@H]1CC[C@H](CC1)OC=O)=O (3-(2-chlorophenyl)-7-(trans-4-formyloxycyclohexylamino)-3,4-dihydropyrimido[4,5-d]pyrimidin-2(1H)-one).